This data is from the Open Reaction Database (ORD), a public repository of structured organic reaction records. The task is: describe an organic reaction: reactants, conditions, products, and yield Starting materials: [BH4-], C1CCOC1, COC(OC)OC, CO, O=Cc1ccc(-c2coc(C3CC3)n2)cc1, NCCc1ccc(O)cc1, [Na+]. Product: Oc1ccc(CCNCc2ccc(-c3coc(C4CC4)n3)cc2)cc1. As a reaction SMILES: [BH4-:34].[CH2:38]1[O:39][CH2:40][CH2:41][CH2:42]1.[CH3:27][O:28][CH:29]([O:30][CH3:31])[O:32][CH3:33].[CH3:36][OH:37].[CH:1]1([c:4]2[o:5][cH:6][c:7](-[c:9]3[cH:10][cH:11][c:12]([CH:13]=[O:14])[cH:15][cH:16]3)[n:8]2)[CH2:2][CH2:3]1.[NH2:17][CH2:18][CH2:19][c:20]1[cH:21][cH:22][c:23]([OH:24])[cH:25][cH:26]1.[Na+:35]>>[CH:1]1([c:4]2[o:5][cH:6][c:7](-[c:9]3[cH:10][cH:11][c:12]([CH2:13][NH:17][CH2:18][CH2:19][c:20]4[cH:21][cH:22][c:23]([OH:24])[cH:25][cH:26]4)[cH:15][cH:16]3)[n:8]2)[CH2:2][CH2:3]1. The reactants are ClC1=C(C(=CC=C1)Cl)C1=NOC(=C1CCC=O)C(C)C (3-[3-(2,6-dichlorophenyl)-5-(1-methylethyl) -4-isoxazolyl]propanal), [BH4-].[Na+] (sodium borohydride), [Cl-].[NH4+] (ammonium chloride). The solvent is CO (methanol). Reaction conditions: temperature 0 celsius, time 20 minute. Yields the product ClC1=C(C(=CC=C1)Cl)C1=NOC(=C1CCCO)C(C)C (3-[3-(2,6-dichlorophenyl)-5-(1-methylethyl)-4-isoxazolyl]-1-propanol). Isolated yield 92.1%. RXN SMILES: [Cl:1][C:2]1[CH:7]=[CH:6][CH:5]=[C:4]([Cl:8])[C:3]=1[C:9]1[C:13]([CH2:14][CH2:15][CH:16]=[O:17])=[C:12]([CH:18]([CH3:20])[CH3:19])[O:11][N:10]=1.[BH4-].[Na+].[Cl-].[NH4+]>CO>[Cl:8][C:4]1[CH:5]=[CH:6][CH:7]=[C:2]([Cl:1])[C:3]=1[C:9]1[C:13]([CH2:14][CH2:15][CH2:16][OH:17])=[C:12]([CH:18]([CH3:20])[CH3:19])[O:11][N:10]=1 |f:1.2,3.4|. Procedure details: To a solution of 3-[3-(2,6-dichlorophenyl)-5-(1-methylethyl) -4-isoxazolyl]propanal (220 mg, 0.705 mmol) in methanol (7 mL) at 0° C. was added sodium borohydride (67 mg, 1.8 mmol). The solution was stirred at 0° C. for approximately 20 minutes and was then poured into aqueous ammonium chloride. The mixture was extracted twice with ether. The combined organic layers were dried over magnesium sulfate and concentrated to afford 3-[3-(2,6-dichlorophenyl)-5-(1-methylethyl)-4-isoxazolyl]-1-propanol (2... As a reaction SMILES: [C:1]([c:2]1[cH:3][cH:4][cH:5][cH:6][cH:7]1)(=[O:8])[N:9]1[CH:10]([CH2:39][OH:40])[CH:11]([O:31][CH2:32][c:33]2[cH:34][cH:35][cH:36][cH:37][cH:38]2)[CH:12]([O:23][CH2:24][c:25]2[cH:26][cH:27][cH:28][cH:29][cH:30]2)[CH:13]([O:15][CH2:16][c:17]2[cH:18][cH:19][cH:20][cH:21][cH:22]2)[CH2:14]1.[CH3:67][S:68]([CH3:69])=[O:70].[CH3:77][CH2:78][O:79][C:80](=[O:81])[CH3:82].[CH:46]1([N:47]=[C:48]=[N:49][CH:50]2[CH2:51][CH2:52][CH2:53][CH2:54][CH2:55]2)[CH2:56][CH2:57][CH2:58][CH2:59][CH2:60]1.[OH:61][C:62]([C:63](=[O:64])[OH:65])=[O:66].[P:41](=[O:42])([OH:43])([OH:44])[OH:45].[cH:71]1[cH:72][cH:73][cH:74][cH:75][cH:76]1>>[C:1]([c:2]1[cH:3][cH:4][cH:5][cH:6][cH:7]1)(=[O:8])[N:9]1[CH:10]([CH:39]=[O:40])[CH:11]([O:31][CH2:32][c:33]2[cH:34][cH:35][cH:36][cH:37][cH:38]2)[CH:12]([O:23][CH2:24][c:25]2[cH:26][cH:27][cH:28][cH:29][cH:30]2)[CH:13]([O:15][CH2:16][c:17]2[cH:18][cH:19][cH:20][cH:21][cH:22]2)[CH2:14]1. The product is O=CC1C(OCc2ccccc2)C(OCc2ccccc2)C(OCc2ccccc2)CN1C(=O)c1ccccc1. Starting materials: O=C(c1ccccc1)N1CC(OCc2ccccc2)C(OCc2ccccc2)C(OCc2ccccc2)C1CO, CS(C)=O, CCOC(C)=O, C(=NC1CCCCC1)=NC1CCCCC1, O=C(O)C(=O)O, O=P(O)(O)O, c1ccccc1. The reactants are ClC=1SC(=CN1)CCl (2-chloro-5-thiazolylmethyl chloride), CN1C(NCN(C1)C)=N[N+](=O)[O-] (1,5-dimethyl-2-nitroiminohexahydro-1,3,5-triazine), [H-].[Na+] (sodium hydride), [H][H] (hydrogen), ice water. Run in CN(C)C=O (DMF), CN(C)C=O (DMF). Run at temperature 50 celsius, time 1 hour. The product is ClC=1SC(=CN1)CN1C(N(CN(C1)C)C)=N[N+](=O)[O-] (1-(2-chloro-5-thiazolylmethyl)-3,5-dimethyl-2-nitroiminohexahydro-1,3,5-triazine). Isolated yield 27.4%. Reaction SMILES: [CH3:1][N:2]1[CH2:7][N:6]([CH3:8])[CH2:5][NH:4][C:3]1=[N:9][N+:10]([O-:12])=[O:11].[H-].[Na+].[H][H].[Cl:17][C:18]1[S:19][C:20]([CH2:23]Cl)=[CH:21][N:22]=1>CN(C=O)C>[Cl:17][C:18]1[S:19][C:20]([CH2:23][N:4]2[CH2:5][N:6]([CH3:8])[CH2:7][N:2]([CH3:1])[C:3]2=[N:9][N+:10]([O-:12])=[O:11])=[CH:21][N:22]=1 |f:1.2|. Procedure: 1.7 g of 1,5-dimethyl-2-nitroiminohexahydro-1,3,5-triazine was dissolved in 20 ml of dried DMF. To the solution, 0.28 g of 60% sodium hydride was added portionwise with cooling. The mixture was stirred for 1 hour at room temperature until evolution of hydrogen was ceased and then the mixture was heated with stirring further for 1 hour at 50° C. To the mixture, a solution of 1.7 g of 2-chloro-5-thiazolylmethyl chloride in 8 ml of dried DMF was added dropwise at 40-50° C. After this addition, the ... Starting materials: C(C)(=O)O.C(C)(=O)O.IC1=CC=CC=C1 (Iodobenzene diacetate), ClC1=NC(=CC(=N1)N1[C@@H](COCC1)C)C[S@@](=O)C ((3R)-4-(2-chloro-6-((S)-methylsulfinylmethyl)pyrimidin-4-yl)-3-methylmorpholine), FC(C(=O)N)(F)F (2,2,2-trifluoroacetamide), [O-2].[Mg+2] (magnesium oxide), FC(C(=O)N)(F)F (2,2,2-trifluoroacetamide), [O-2].[Mg+2] (magnesium oxide), C(C)(=O)O.C(C)(=O)O.IC1=CC=CC=C1 (iodobenzene diacetate). Reagents/catalysts: CC(=O)[O-].CC(=O)[O-].CC(=O)[O-].CC(=O)[O-].[Rh+2].[Rh+2] (rhodium(II) acetate dimer), CC(=O)[O-].CC(=O)[O-].CC(=O)[O-].CC(=O)[O-].[Rh+2].[Rh+2] (rhodium(II) acetate dimer). Solvent: C(Cl)Cl (DCM). Conditions: temperature 20 celsius, time 24 hour. Yields the product ClC1=NC(=CC(=N1)CS(=NC(C(F)(F)F)=O)(=O)C)N1[C@@H](COCC1)C (N-[({2-chloro-6-[(3R)-3-methylmorpholin-4-yl]pyrimidin-4-yl}methyl)(methyl)oxido-λ6-sulfanylidene]-2,2,2-trifluoroacetamide). RXN SMILES: C(O)(=O)C.C(O)(=O)C.IC1C=CC=CC=1.[Cl:16][C:17]1[N:22]=[C:21]([N:23]2[CH2:28][CH2:27][O:26][CH2:25][C@H:24]2[CH3:29])[CH:20]=[C:19]([CH2:30][S@:31]([CH3:33])=[O:32])[N:18]=1.[F:34][C:35]([F:40])([F:39])[C:36]([NH2:38])=[O:37].[O-2].[Mg+2]>C(Cl)Cl.CC([O-])=O.CC([O-])=O.CC([O-])=O.CC([O-])=O.[Rh+2].[Rh+2]>[Cl:16][C:17]1[N:18]=[C:19]([CH2:30][S:31]([CH3:33])(=[O:32])=[N:38][C:36](=[O:37])[C:35]([F:40])([F:39])[F:34])[CH:20]=[C:21]([N:23]2[CH2:28][CH2:27][O:26][CH2:25][C@H:24]2[CH3:29])[N:22]=1 |f:0.1.2,5.6,8.9.10.11.12.13|. Procedure: Iodobenzene diacetate (78 g, 243.29 mmol) was added to (3R)-4-(2-chloro-6-((S)-methylsulfinylmethyl)pyrimidin-4-yl)-3-methylmorpholine (70.5 g, 243.29 mmol), 2,2,2-trifluoroacetamide (55.0 g, 486.57 mmol), magnesium oxide (39.2 g, 973.15 mmol) and rhodium(II) acetate dimer (2.69 g, 6.08 mmol) in DCM (2433 ml) under air. The resulting suspension was stirred at 20° C. for 24 hours. Further 2,2,2-trifluoroacetamide (13.75 g, 121.64 mmol), magnesium oxide (9.81 g, 243.29 mmol), iodobenzene diacetate... The reactants are C(C)(=O)O[C@@H]1CC2=C[C@H]([C@H]3[C@@H]4CC[C@H](C(C(OC)OC)C)[C@]4(CC[C@@H]3[C@]2([C@@H]2[C@H]1O2)C)C)OC(=O)OC (1α,2α-epoxy-21,21-dimethoxy-7α-methoxycarbonyloxy-20-methylpregn-5-en-3β-yl acetate), C(C)(=O)O[C@@H]1CC2=C[C@H]([C@H]3[C@@H]4CC[C@H](C(C)C5OCC(CO5)(C)C)[C@]4(CC[C@@H]3[C@]2([C@@H]2[C@H]1O2)C)C)OC(=O)OC (20-(5,5-dimethyl-1,3-dioxan-2-yl)-1α,2α-epoxy-7α-methoxycarbonyloxypregn-5-en-3β-yl acetate). Product: C(C)(=O)O[C@@H]1CC2=CC=C3[C@@H]4CC[C@H](C(C(OC)OC)C)[C@]4(CC[C@@H]3[C@]2([C@@H]2[C@H]1O2)C)C (1α,2α-epoxy-21,21-dimethoxy-20-methylpregna-5,7-dien-3β-yl acetate). Yield: 45.4%. Reaction SMILES: [C:1]([O:4][C@H:5]1[C@@H:28]2[O:29][C@@H:27]2[C@@:26]2([CH3:30])[C:7](=[CH:8][C@@H:9](OC(OC)=O)[C@@H:10]3[C@@H:25]2[CH2:24][CH2:23][C@@:22]2([CH3:31])[C@H:11]3[CH2:12][CH2:13][C@@H:14]2[CH:15]([CH3:21])[CH:16]([O:19][CH3:20])[O:17][CH3:18])[CH2:6]1)(=[O:3])[CH3:2].C(O[C@H]1[C@@H]2O[C@@H]2[C@@]2(C)C(=C[C@@H](OC(OC)=O)[C@@H]3[C@@H]2CC[C@@]2(C)[C@H]3CC[C@@H]2C(C2OCC(C)(C)CO2)C)C1)(=O)C>>[C:1]([O:4][C@H:5]1[C@@H:28]2[O:29][C@@H:27]2[C@@:26]2([CH3:30])[C:7](=[CH:8][CH:9]=[C:10]3[C@@H:25]2[CH2:24][CH2:23][C@@:22]2([CH3:31])[C@H:11]3[CH2:12][CH2:13][C@@H:14]2[CH:15]([CH3:21])[CH:16]([O:17][CH3:18])[O:19][CH3:20])[CH2:6]1)(=[O:3])[CH3:2]. Procedure details: The procedure of Example 17 was repeated except that 40.4 mg (0.0798 mmole) of 1α,2α-epoxy-21,21-dimethoxy-7α-methoxycarbonyloxy-20-methylpregn-5-en-3β-yl acetate was used in lieu of 43.6 mg of 20-(5,5-dimethyl-1,3-dioxan-2-yl)-1α,2α-epoxy-7α-methoxycarbonyloxypregn-5-en-3β-yl acetate to give 15.6 mg of 1α,2α-epoxy-21,21-dimethoxy-20-methylpregna-5,7-dien-3β-yl acetate. In addition, 14.1 mg of the starting compound 1α,2α-epoxy-21,21-dimethoxy-7α-methoxycarbonyloxy-20-methylpregn-5-en-3β-yl aceta... The reactants are cellulose, C(C1=CNC=CC1)(=O)N (1,4-dihydronicotinamide), Cellulose, C(C1=CNC=CC1)(=O)N (1,4-dihydronicotinamide), C(C=1C(O)=CC=CC1)(=O)O (salicylic acid), solution, C(CC(O)(C(=O)O)CC(=O)O)(=O)O (citric acid), [OH-].[K+] (caustic potash), COS(=O)(=O)[O-].CC=1C=CC=C2[NH+]=C3C=CC=CC3=NC12 (9-methylphenazinium methylsulphate). Conditions: time 3 hour. Product: OC1=C(C(=O)O)C=CC=C1O (2,3-dihydroxybenzoic acid). The yield is 5963.0%. Reaction SMILES: C(O)(=O)CC(CC(O)=O)(C(O)=O)O.[OH-].[K+].C(N)(=O)C1CC=CNC=1.[CH3:25][O:26]S([O-])(=O)=O.CC1C=CC=C2C=1N=C1C(C=CC=C1)=[NH+]2.[C:46]([OH:55])(=[O:54])[C:47]1[C:48](=C[CH:51]=[CH:52][CH:53]=1)[OH:49]>>[OH:49][C:48]1[C:25]([OH:26])=[CH:51][CH:52]=[CH:53][C:47]=1[C:46]([OH:55])=[O:54] |f:1.2,4.5|. Reported procedure: 17 l of a 0.006M solution of citric acid are poured into a reactor and pH is brought to 4.5 by means of caustic potash, whereafter 17 g of cellulose modified with 1,4-dihydronicotinamide with the content of 0.2 mmol/g of dihydronicotinamide groups and 0.03 g of 9-methylphenazinium methylsulphate are added thereto and allowed to stand for 3 hours. Then 1.1 g of salicylic acid is added and the mixture is vigorously stirred for additional 3 hours. Cellulose modified 1,4-dihydronicotinamide is filte...